This data is from the Open Reaction Database (ORD), a public repository of structured organic reaction records. The task is: describe an organic reaction: reactants, conditions, products, and yield RXN SMILES: [C@H:1]12[CH2:6][C@H:5]1[CH2:4][C@@H:3]([CH2:7][NH:8][C:9]([C:11]1[C:20]3[O:19][CH2:18][CH2:17][O:16][C:15]=3[CH:14]=[CH:13][CH:12]=1)=[O:10])[NH:2]2.[CH3:21][C:22]1[N:27]=[C:26]([C:28]2[CH:33]=[CH:32][CH:31]=[CH:30][CH:29]=2)[C:25]([C:34](O)=[O:35])=[CH:24][N:23]=1>>[CH3:21][C:22]1[N:27]=[C:26]([C:28]2[CH:33]=[CH:32][CH:31]=[CH:30][CH:29]=2)[C:25]([C:34]([N:2]2[C@H:3]([CH2:7][NH:8][C:9]([C:11]3[C:20]4[O:19][CH2:18][CH2:17][O:16][C:15]=4[CH:14]=[CH:13][CH:12]=3)=[O:10])[CH2:4][C@H:5]3[C@@H:1]2[CH2:6]3)=[O:35])=[CH:24][N:23]=1. Product: CC1=NC=C(C(=N1)C1=CC=CC=C1)C(=O)N1[C@H]2C[C@H]2C[C@H]1CNC(=O)C1=CC=CC=2OCCOC21 (2,3-dihydro-benzo[1,4]dioxine-5-carboxylic acid [(1S,3S,5S)-2-(2-methyl-4-phenyl-pyrimidine-5-carbonyl)-2-aza-bicyclo[3.1.0]hex-3-ylmethyl]-amide). Starting materials: [C@H]12N[C@@H](C[C@@H]2C1)CNC(=O)C1=CC=CC=2OCCOC21 (2,3-dihydro-benzo[1,4]dioxine-5-carboxylic acid [(1S,3S,5S)-2-aza-bicyclo[3.1.0]hex-3-ylmethyl]-amide), CC1=NC=C(C(=N1)C1=CC=CC=C1)C(=O)O (2-methyl-4-phenyl-pyrimidine-5-carboxylic acid). Reported procedure: prepared by reaction of 2,3-dihydro-benzo[1,4]dioxine-5-carboxylic acid [(1S,3S,5S)-2-aza-bicyclo[3.1.0]hex-3-ylmethyl]-amide with 2-methyl-4-phenyl-pyrimidine-5-carboxylic acid. LC-MS (basic): tR=1.27 min; [M+H]+=471.2. Reactants: Cl.FC(COC(=O)N1C2=C(N(C([C@H](C1)N)=O)CC(F)(F)F)C=C(C(=C2)F)F)(F)F ((S)-3-amino-7,8-difluoro-4-oxo-5-(2,2,2-trifluoro-ethyl)-2,3,4,5-tetrahydro-benzo[b][1,4]diazepine-1-carboxylic acid 2,2,2-trifluoro-ethyl ester hydrochloride), OC(C(=O)O)(C(=O)NCC(C(F)(F)F)(F)F)C ((RS)-2-hydroxy-2-methyl-N-(2,2,3,3,3-pentafluoro-propyl)-malonamic acid), ON1N=NC2=C1C=CC=C2 (1-hydroxy-benzotriazole), N-(3-dimethylaminpropyl)-N′-ethyl-carbodiimide hydrochloride, title compounds. Product: FC(COC(=O)N1C2=C(N(C(CC1)=O)CC(F)(F)F)C=CC=C2)(F)F (4-oxo-5-(2,2,2-trifluoro-ethyl)-2,3,4,5-tetrahydro-benzo[b][1,4]diazepine-1-carboxylic acid 2,2,2-trifluoro-ethyl ester). Reaction SMILES: Cl.[F:2][C:3]([F:29])([F:28])[CH2:4][O:5][C:6]([N:8]1[CH2:14][C@H:13](N)[C:12](=[O:16])[N:11]([CH2:17][C:18]([F:21])([F:20])[F:19])[C:10]2[CH:22]=[C:23](F)[C:24](F)=[CH:25][C:9]1=2)=[O:7].OC(C)(C(NCC(F)(F)C(F)(F)F)=O)C(O)=O.ON1C2C=CC=CC=2N=N1>>[F:29][C:3]([F:2])([F:28])[CH2:4][O:5][C:6]([N:8]1[CH2:14][CH2:13][C:12](=[O:16])[N:11]([CH2:17][C:18]([F:19])([F:20])[F:21])[C:10]2[CH:22]=[CH:23][CH:24]=[CH:25][C:9]1=2)=[O:7] |f:0.1|. Procedure: In an analogous procedure to that described in Example 1e) the condensation of (S)-3-amino-7,8-difluoro-4-oxo-5-(2,2,2-trifluoro-ethyl)-2,3,4,5-tetrahydro-benzo[b][1,4]diazepine-1-carboxylic acid 2,2,2-trifluoro-ethyl ester hydrochloride and (RS)-2-hydroxy-2-methyl-N-(2,2,3,3,3-pentafluoro-propyl)-malonamic acid with 1-hydroxy-benzotriazole and N-(3-dimethylaminpropyl)-N′-ethyl-carbodiimide hydrochloride as the condensating agents yielded a 1:1-mixture of the epimeric title compounds as a white ... Procedure details: To a solution of methyl 5,6-dichloro-3-methylpyrazine-2-carboxylate (6.17 g, 27.9 mmol) in anhydrous methanol (100 ml, 2.47 mol) at 0° C. was added potassium carbonate (4.30 g, 31.1 mmol) slowly. The suspension was stirred at 0° C. for 30 minutes and warmed to ambient temperature in 1 h. The solid was filtered and the filtrate was concentrated to give crude methyl 6-chloro-5-methoxy-3-methylpyrazine-2-carboxylate (6.2 g, 103% yield) which was used in next step without further purification. RXN SMILES: Cl[C:2]1[N:3]=[C:4]([CH3:13])[C:5]([C:9]([O:11][CH3:12])=[O:10])=[N:6][C:7]=1[Cl:8].CO.[C:16](=O)([O-])[O-:17].[K+].[K+]>>[Cl:8][C:7]1[N:6]=[C:5]([C:9]([O:11][CH3:12])=[O:10])[C:4]([CH3:13])=[N:3][C:2]=1[O:17][CH3:16] |f:2.3.4|. Yields the product ClC1=C(N=C(C(=N1)C(=O)OC)C)OC (methyl 6-chloro-5-methoxy-3-methylpyrazine-2-carboxylate). The reactants are ClC=1N=C(C(=NC1Cl)C(=O)OC)C (methyl 5,6-dichloro-3-methylpyrazine-2-carboxylate), CO (methanol), C([O-])([O-])=O.[K+].[K+] (potassium carbonate). Reaction conditions: temperature 0 celsius, time 30 minute. Isolated yield 102.6%. The reactants are solution, C(CCC)[Li] (butyl lithium), C(C)NCC (diethylamine), C(C1=CC=CC=C1)(=O)C=1C=C(C=CC1)CC(=O)OC (methyl m-benzoyl-phenyl-acetate), CI (methyl iodide), water ice. Solvent: CCCCCC (hexane), O1CCCC1 (tetrahydrofuran), O1CCCC1 (tetrahydrofuran). Reaction conditions: time 20 minute. Yields the product C(C1=CC=CC=C1)(=O)C=1C=C(C=CC1)C(C(=O)OC)C (methyl 2-(m-benzoyl-phenyl)-propionate). As a reaction SMILES: [CH2:1]([Li])CCC.C(NCC)C.[C:11]([C:19]1[CH:20]=[C:21]([CH2:25][C:26]([O:28][CH3:29])=[O:27])[CH:22]=[CH:23][CH:24]=1)(=[O:18])[C:12]1[CH:17]=[CH:16][CH:15]=[CH:14][CH:13]=1.CI>CCCCCC.O1CCCC1>[C:11]([C:19]1[CH:20]=[C:21]([CH:25]([CH3:1])[C:26]([O:28][CH3:29])=[O:27])[CH:22]=[CH:23][CH:24]=1)(=[O:18])[C:12]1[CH:17]=[CH:16][CH:15]=[CH:14][CH:13]=1. Reported procedure: 138 ml of a solution of 1.55N butyl lithium in hexane was introduced over 20 minutes at -40°C to a mixture of 775 ml of tetrahydrofuran, 775 ml of hexamethyl phosphortriamide and 21.5 ml of diethylamine and after stirring for 20 minutes, a solution of 52.5 g of the above ester in 470 ml of tetrahydrofuran was added over 20 minutes. Then, 38 ml of methyl iodide were added thereto and the mixture was stirred for 30 minutes at about -40°C and then was progressively returned to 20°C. The reaction mi... Reactants: CO, COC(=O)COc1ccc(C)c(C)c1, [Na+], [OH-]. Yields the product Cc1ccc(OCC(=O)O)cc1C. As a reaction SMILES: [CH3:17][OH:18].[CH3:1][O:2][C:3]([CH2:4][O:5][c:6]1[cH:7][c:8]([CH3:13])[c:9]([CH3:12])[cH:10][cH:11]1)=[O:14].[Na+:16].[OH-:15]>>[O:2]=[C:3]([CH2:4][O:5][c:6]1[cH:7][c:8]([CH3:13])[c:9]([CH3:12])[cH:10][cH:11]1)[OH:14]. Reactants: N, C([BH2-])#N.[Na+], C1CN(C[C@@H](C1=O)O)S(=O)(=O)C. Reagents/catalysts: c1ccc(cc1)-c2c3ccccc3cc4ccccc24 (9-Phenylanthracene), CC(C)[O-].CC(C)[O-].CC(C)[O-].CC(C)[O-].[Ti+4] (Ti(OiPr)4). Reaction conditions: temperature 25 celsius, time 18 hour. Product: CS(=O)(=O)N1CC[C@@H](N)[C@@H](O)C1. Reaction SMILES: [Na+].[BH3-]C#[N:1].N.[CH3:2][S:3]([N:6]1[CH2:12][C@H:10]([OH:11])[C:9](=O)[CH2:8][CH2:7]1)(=[O:5])=[O:4]>>[CH3:2][S:3]([N:6]1[CH2:12][C@H:10]([OH:11])[C@H:9]([NH2:1])[CH2:8][CH2:7]1)(=[O:5])=[O:4]. Procedure details: A mixture of 10-oxo-10H-pyrido[1,2-a]thieno[3,4-d]pyrimidine-7-carboxylic acid (6.0 g., 0.024 mol) and 1,1'-carbonyldiimidazole (4.0 g., 0.024 mol) in dimethylformamide (120 ml) is heated at 110° C. for 2.5 hours under nitrogen. The solution is cooled in an ice bath and anhydrous ammonia is bubbled through for 15 minutes. The mixture is stirred at ice bath temperature for 2 hours and at room temperature for one hour. The precipitate is filtered off, washed with tetrahydrofuran and dried to give ... The reactants are O=C1C=2C(N=C3N1C=C(C=C3)C(=O)O)=CSC2 (10-oxo-10H-pyrido[1,2-a]thieno[3,4-d]pyrimidine-7-carboxylic acid), C(=O)(N1C=NC=C1)N1C=NC=C1 (1,1'-carbonyldiimidazole). Yields the product O=C1C=2C(N=C3N1C=C(C=C3)C(=O)N)=CSC2 (10-oxo-10H-pyrido[1,2-a]thieno[3,4-d]pyrimidine-7-carboxamide). Run in CN(C=O)C (dimethylformamide). Run at temperature 110 celsius, time 2 hour. Reaction SMILES: [O:1]=[C:2]1[N:7]2[CH:8]=[C:9]([C:12](O)=[O:13])[CH:10]=[CH:11][C:6]2=[N:5][C:4]2=[CH:15][S:16][CH:17]=[C:3]12.C(N1C=CN=C1)([N:20]1C=CN=C1)=O>CN(C)C=O>[O:1]=[C:2]1[N:7]2[CH:8]=[C:9]([C:12]([NH2:20])=[O:13])[CH:10]=[CH:11][C:6]2=[N:5][C:4]2=[CH:15][S:16][CH:17]=[C:3]12. Starting materials: C(=O)[O-].[NH4+] (ammonium formate), FC1=C(C=C2CNCC(C2=O)=CC2=C(C=CC=C2)F)C=CC=C1 (3,5-Bis(2-fluorobenzylidene)-4-piperidone). Solvent: C(C)#N (acetonitrile). Yields the product C(=O)N1CC(C(C(C1)=CC1=C(C=CC=C1)F)=O)=CC1=C(C=CC=C1)F (N-Formyl-3,5-bis(2-fluorobenzylidene)-4-piperidone). Isolated yield 58.3%. As a reaction SMILES: [CH:1]([O-])=[O:2].[NH4+].[F:5][C:6]1[CH:27]=[CH:26][CH:25]=[CH:24][C:7]=1[CH:8]=[C:9]1[C:14](=[O:15])[C:13](=[CH:16][C:17]2[CH:22]=[CH:21][CH:20]=[CH:19][C:18]=2[F:23])[CH2:12][NH:11][CH2:10]1>C(#N)C>[CH:1]([N:11]1[CH2:10][C:9](=[CH:8][C:7]2[CH:24]=[CH:25][CH:26]=[CH:27][C:6]=2[F:5])[C:14](=[O:15])[C:13](=[CH:16][C:17]2[CH:22]=[CH:21][CH:20]=[CH:19][C:18]=2[F:23])[CH2:12]1)=[O:2] |f:0.1|. Procedure details: Compound 18 was synthesized by two methods. In the first method, acetic anhydride (3 ml) was added drop-wise to an ice-cold solution of compound 1 (300 mg, 0.96 mmol) in formic acid (6 ml), and the reaction mixture was stirred at room temperature for 16 h. The solvent was distilled-off under vacuum. The solid obtained was recrystallized from chloroform and hexanes to obtain 18 as a yellow solid (148 mg, 45% yield). In the second method, ammonium formate (121 mg, 1.92 mmol) was added to a solutio...